Dataset: the Open Reaction Database (ORD), a public repository of structured organic reaction records. Task: describe an organic reaction: reactants, conditions, products, and yield Starting materials: CN(C)C=O (DMF), C(CCC)OCCOC1=CC=C(C=C1)C=1C=CC2=C(C=C(CCN2CC2=CSC=C2)C(=O)O)C1 (7-(4-butoxyethoxyphenyl)-1-(3-thienylmethyl)-2,3-dihydro-1-benzazepine-4-carboxylic acid), S(=O)(Cl)Cl (thionyl chloride). The solvent is O1CCCC1 (tetrahydrofuran). Conditions: time 1 hour. Product: C(CCC)OCCOC1=CC=C(C=C1)C=1C=CC2=C(C=C(CCN2CC2=CSC=C2)C(=O)NC2=CC=C(C=C2)CN(C2CCOCC2)C)C1 (7-(4-butoxyethoxyphenyl)-N-[4-[[N-methyl-N-(tetrahydropyran-4-yl)amino]methyl]phenyl]-1-(3-thienylmethyl)-2,3-dihydro-1-benzazepine-4-carboxamide). Reaction SMILES: [CH3:1][N:2]([CH:4]=O)[CH3:3].[CH2:6]([O:10][CH2:11][CH2:12][O:13][C:14]1[CH:19]=[CH:18][C:17]([C:20]2[CH:21]=[CH:22][C:23]3[N:29]([CH2:30][C:31]4[CH:35]=[CH:34][S:33][CH:32]=4)[CH2:28][CH2:27][C:26]([C:36](O)=[O:37])=[CH:25][C:24]=3[CH:39]=2)=[CH:16][CH:15]=1)[CH2:7][CH2:8][CH3:9].S(Cl)(Cl)=O>O1CCCC1>[CH2:6]([O:10][CH2:11][CH2:12][O:13][C:14]1[CH:15]=[CH:16][C:17]([C:20]2[CH:21]=[CH:22][C:23]3[N:29]([CH2:30][C:31]4[CH:35]=[CH:34][S:33][CH:32]=4)[CH2:28][CH2:27][C:26]([C:36]([NH:29][C:23]4[CH:24]=[CH:39][C:20]([CH2:4][N:2]([CH3:1])[CH:3]5[CH2:12][CH2:11][O:10][CH2:6][CH2:7]5)=[CH:21][CH:22]=4)=[O:37])=[CH:25][C:24]=3[CH:39]=2)=[CH:18][CH:19]=1)[CH2:7][CH2:8][CH3:9]. Reported procedure: One droplet of DMF was added to a solution of 7-(4-butoxyethoxyphenyl)-1-(3-thienylmethyl)-2,3-dihydro-1-benzazepine-4-carboxylic acid (250 mg) in tetrahydrofuran (10 ml). Then, thionyl chloride (187 mg) was added at 0° C., the temperature was returned to room temperature, and the mixture was stirred under nitrogen atmosphere for 1 hour. The solvent and excess thionyl chloride were evaporated under reduced pressure, the resulting residue was suspended in tetrahydrofuran (25 ml), and the suspensi... Starting materials: COC1=CC=C2C=3CCC(CC3NC2=C1)NC(C)=O (N-(1,3,4,9-tetrahydro-7-methoxy-2H-carbazol-2-yl)acetamide), C(Cl)Cl (CH2Cl2), B(Br)(Br)Br (BBr3). Run in CO (MeOH). Conditions: temperature -40 celsius, time 30 minute. The product is OC1=CC=C2C=3CCC(CC3NC2=C1)NC(C)=O (N-(1,3,4,9-tetrahydro-7-hydroxy-2H-carbazol-2-yl)acetamide). RXN SMILES: C[O:2][C:3]1[CH:15]=[C:14]2[C:6]([C:7]3[CH2:8][CH2:9][CH:10]([NH:16][C:17](=[O:19])[CH3:18])[CH2:11][C:12]=3[NH:13]2)=[CH:5][CH:4]=1.C(Cl)Cl.B(Br)(Br)Br>CO>[OH:2][C:3]1[CH:15]=[C:14]2[C:6]([C:7]3[CH2:8][CH2:9][CH:10]([NH:16][C:17](=[O:19])[CH3:18])[CH2:11][C:12]=3[NH:13]2)=[CH:5][CH:4]=1. Procedure details: A solution of 25.8 g (0.1 mol) of N-(1,3,4,9-tetrahydro-7-methoxy-2H-carbazol-2-yl)acetamide in 2 l. of CH2Cl2 was stirred at -50° to -60° C. under N2 while adding 101 g (0.4 mol) of BBr3 dropwise during 15-30 min. Stirring was continued for 30 min at -55° C. and then 3 hr at room temperature. After cooling to -40° C., 600 ml of MeOH was cautiously added dropwise during 45 min. The reaction mixture was allowed to warm to room temperature (ca. 1 hr) and then evaporated. The residue was dissolved ... The reactants are NC1=C(C=CC(=C1)C=C1C2=C(CCC3=C1C=CC=C3)C=CC=C2)O (2-Amino-4-(10,11-dihydro-dibenzo[a,d]cyclohepten-5-ylidenemethyl)-phenol), C(=O)(O)[O-].[Na+] (NaHCO3), ClC(=O)OC1=CC=CC=C1 (phenyl chloroformate), [OH-].[Na+] (NaOH), Cl (HCl). The solvent is O (water), CO (methanol). Reaction conditions: time 30 minute. Product: C1=CC=CC=2C(C3=C(CCC21)C=CC=C3)=CC=3C=CC2=C(NC(O2)=O)C3 (5-(10,11-Dihydro-dibenzo[a,d]cyclohepten-5-ylidenemethyl)-3H-benzooxazol-2-one). Isolated yield 12.1%. As a reaction SMILES: Cl[C:2](OC1C=CC=CC=1)=[O:3].[NH2:11][C:12]1[CH:17]=[C:16]([CH:18]=[C:19]2[C:25]3[CH:26]=[CH:27][CH:28]=[CH:29][C:24]=3[CH2:23][CH2:22][C:21]3[CH:30]=[CH:31][CH:32]=[CH:33][C:20]2=3)[CH:15]=[CH:14][C:13]=1[OH:34].C([O-])(O)=O.[Na+].[OH-].[Na+].Cl>O.CO>[CH:29]1[C:24]2[CH2:23][CH2:22][C:21]3[CH:30]=[CH:31][CH:32]=[CH:33][C:20]=3[C:19](=[CH:18][C:16]3[CH:15]=[CH:14][C:13]4[O:34][C:2](=[O:3])[NH:11][C:12]=4[CH:17]=3)[C:25]=2[CH:26]=[CH:27][CH:28]=1 |f:2.3,4.5|. Reported procedure: Add phenyl chloroformate (24 μL, 0.195 mmol) to a suspension of 2-amino-4-(10,11-dihydro-dibenzo[a,d]cyclohepten-5-ylidenemethyl)-phenol (61 mg, 0.195 mmol) (see Example 63) and NaHCO3 (16 mg, 0.195 mmol) in water (5 mL) and methanol (10 mL). Stir for 30 min at room temperature and add aqueous NaOH (1.00N, 195□L). Stir overnight and add aqueous HCl (1.00N, 195□L). Extract with CH2Cl2, dry organics (MgSO4), and concentrate to a brown oil containing the title compound. Purify on silica gel (10 g) ... The reactants are CN1C2CC(CC1CCC2)NC(OC(C)(C)C)=O (tert-butyl 9-methyl-9-azabicyclo[3.3.1]nonan-3-ylcarbamate), [OH-].[Na+] (sodium hydroxide), [O-][Mn](=O)(=O)=O.[K+] (KMnO4), [O-][Mn](=O)(=O)=O.[K+] (KMnO4). The solvent is C1CCOC1 (THF), O (water), O (water). Reaction conditions: time 8 hour. Product: C12CC(CC(CCC1)N2)NC(OC(C)(C)C)=O (tert-butyl 9-azabicyclo[3.3.1]nonan-3-ylcarbamate). Yield: 88.6%. As a reaction SMILES: C[N:2]1[CH:7]2[CH2:8][CH2:9][CH2:10][CH:3]1[CH2:4][CH:5]([NH:11][C:12](=[O:18])[O:13][C:14]([CH3:17])([CH3:16])[CH3:15])[CH2:6]2.[OH-].[Na+].[O-][Mn](=O)(=O)=O.[K+]>C1COCC1.O>[CH:7]12[NH:2][CH:3]([CH2:10][CH2:9][CH2:8]1)[CH2:4][CH:5]([NH:11][C:12](=[O:18])[O:13][C:14]([CH3:16])([CH3:15])[CH3:17])[CH2:6]2 |f:1.2,3.4|. Reported procedure: To a solution of the carbamate from Step A (430 mg, 1.69 mmol) in THF (2 mL) at 0° C. was added a solution of sodium hydroxide (2.0 g, 50 mmol) in water (20 mL), followed by a solution of KMnO4 (2.0 g, 12.6 mmol) in water (100 mL). The mixture was allowed to warm to room temperature and stirred overnight. Additional KMnO4 (2.0 g, 12.6 mmol) solution was added at room temperature and the mixture was stirred for additional 1 h. The mixture was extracted with methylene chloride. The combined organi...